Dataset: the Open Reaction Database (ORD), a public repository of structured organic reaction records. Task: describe an organic reaction: reactants, conditions, products, and yield The reactants are CC(C)(C)C1=CC=C(N)C=C1 (4-(1,1-Dimethylethyl)aniline), ice water, [OH-].[Na+] (sodium hydroxide), S(O)(O)(=O)=O (sulfuric acid), [N+](=O)([O-])C=1C=C(C=CC1)S(=O)(=O)[O-].[Na+] (sodium 3-nitrobenzenesulfonate). Solvent: OCC(O)CO (glycerol). The product is CC(C)(C)C=1C=C2C=CC=NC2=CC1 (6-(1,1-dimethylethyl)quinoline). As a reaction SMILES: [CH3:1][C:2]([C:5]1[CH:11]=[CH:10][C:8]([NH2:9])=[CH:7][CH:6]=1)([CH3:4])[CH3:3].S(=O)(=O)(O)O.[N+]([C:20]1[CH:21]=C(S([O-])(=O)=O)C=C[CH:25]=1)([O-])=O.[Na+].[OH-].[Na+]>OCC(CO)O>[CH3:4][C:2]([C:5]1[CH:11]=[C:10]2[C:8](=[CH:7][CH:6]=1)[N:9]=[CH:21][CH:20]=[CH:25]2)([CH3:1])[CH3:3] |f:2.3,4.5|. Procedure: 4-(1,1-Dimethylethyl)aniline (185 g.) is added dropwise, with stirring, to 500 ml. of 75% sulfuric acid, followed by 376 g. of sodium 3-nitrobenzenesulfonate in one portion, then 212 g. of glycerol over a 10 minute period. The mixture is stirred for 10 minutes, heated slowly to reflux temperature over a 2.5 hour period, then stirred and heated at reflux for 9 hours. The mixture is cooled, diluted with 400 ml. of ice water, basified with 855 ml. of 50% aqueous sodium hydroxide and warmed to 70° C... Reactants: COC=1C=C2CCNC(C2=CC1)=O (3,4-dihydro-6-methoxy-1(2H)-isoquinolinone), C[Si]([N-][Si](C)(C)C)(C)C.[K+] (potassium hexamethyldisilazide), BrCC(=O)OCC (ethyl bromoacetate). Solvent: C1CCOC1 (THF). Conditions: temperature -78 celsius, time 5 minute. Product: C(C)OC(CN1CC2=CC=C(C=C2CC1)OC)=O (3,4-Dihydro-6-methoxy-2(1H)-isoquinolineacetic Acid Ethyl Ester). The yield is 91.7%. Reaction SMILES: [CH3:1][O:2][C:3]1[CH:4]=[C:5]2[C:10](=[CH:11][CH:12]=1)[C:9](=O)[NH:8][CH2:7][CH2:6]2.C[Si](C)(C)[N-][Si](C)(C)C.[K+].Br[CH2:25][C:26]([O:28][CH2:29][CH3:30])=[O:27]>C1COCC1>[CH2:29]([O:28][C:26](=[O:27])[CH2:25][N:8]1[CH2:7][CH2:6][C:5]2[C:10](=[CH:11][CH:12]=[C:3]([O:2][CH3:1])[CH:4]=2)[CH2:9]1)[CH3:30] |f:1.2|. Reported procedure: To a solution of 3,4-dihydro-6-methoxy-1(2H)-isoquinolinone (852 mg, 4.81 mmol, prepared according to J. Chem. Soc., 1969, p 183) in THF (45 mL) at −78° C. was added 0.5M potassium hexamethyldisilazide (10.6 mL, 5.28 mmol) dropwise and the reaction mixture stirred at −78° C. for 5 minutes. The reaction mixture was warmed to 0° C. in a ice/water bath and ethyl bromoacetate (1.20 g, 7.21 mmol) was added dropwise and the mixture stirred at that temperature for 1 hour, and then at room temperature f... Reactants: Intermediate I, COC1=CC=C(C=C1)CN ((4-methoxyphenyl)methanamine), BrC=1C=CC=2N(C1)C=C(N2)C(=O)OCC (ethyl 6-bromoimidazo[1,2-a]pyridine-2-carboxylate). The product is BrC=1C=CC=2N(C1)C=C(N2)C(=O)NCC2=CC=C(C=C2)OC (6-Bromo-N-(4-methoxybenzyl)imidazo[1,2-a]pyridine-2-carboxamide). RXN SMILES: [CH3:1][O:2][C:3]1[CH:8]=[CH:7][C:6]([CH2:9][NH2:10])=[CH:5][CH:4]=1.[Br:11][C:12]1[CH:13]=[CH:14][C:15]2[N:16]([CH:18]=[C:19]([C:21](OCC)=[O:22])[N:20]=2)[CH:17]=1>>[Br:11][C:12]1[CH:13]=[CH:14][C:15]2[N:16]([CH:18]=[C:19]([C:21]([NH:10][CH2:9][C:6]3[CH:7]=[CH:8][C:3]([O:2][CH3:1])=[CH:4][CH:5]=3)=[O:22])[N:20]=2)[CH:17]=1. Procedure details: The title compound was prepared by essentially following the same procedures described for Intermediate I, using (4-methoxyphenyl)methanamine and ethyl 6-bromoimidazo[1,2-a]pyridine-2-carboxylate as starting materials. Starting materials: C(C)(C)(C)OC(=O)N(C(OC(C)(C)C)=O)C1=NC(=CN=C1Cl)C=1N=C(C=2N(C1)C=CN2)N(C2=CC(=C(C=C2)N2CCN(CC2)C2COC2)OCCOC2OCCCC2)C(=O)OC(C)(C)C (tert-butyl tert-butoxycarbonyl(6-(8-((tert-butoxycarbonyl)(4-(4-(oxetan-3-yl)piperazin-1-yl)-3-(2-((tetrahydro-2H-pyran-2-yl)oxy)ethoxy)phenyl)amino)imidazo[1,2-a]pyrazin-6-yl)-3-chloropyrazin-2-yl)carbamate), CB(O)O (methylboronic acid). The reagents and catalysts are C=1C=CC(=CC1)[P](C=2C=CC=CC2)(C=3C=CC=CC3)[Pd]([P](C=4C=CC=CC4)(C=5C=CC=CC5)C=6C=CC=CC6)([P](C=7C=CC=CC7)(C=8C=CC=CC8)C=9C=CC=CC9)[P](C=1C=CC=CC1)(C=1C=CC=CC1)C=1C=CC=CC1 (Pd(PPh3)4). Solvent: C(Cl)Cl (DCM), O (H2O), C([O-])([O-])=O.[Na+].[Na+] (sodium carbonate), COCCOC (DME). Conditions: temperature 150 celsius. Yields the product C(C)(C)(C)OC(=O)N(C(OC(C)(C)C)=O)C1=NC(=CN=C1C)C=1N=C(C=2N(C1)C=CN2)N(C2=CC(=C(C=C2)N2CCN(CC2)C2COC2)OCCOC2OCCCC2)C(=O)OC(C)(C)C (tert-butyl tert-butoxycarbonyl(6-(8-((tert-butoxycarbonyl)(4-(4-(oxetan-3-yl)piperazin-1-yl)-3-(2-((tetrahydro-2H-pyran-2-yl)oxy)ethoxy)phenyl)amino)imidazo[1,2-a]pyrazin-6-yl)-3-methylpyrazin-2-yl)carbamate). As a reaction SMILES: [C:1]([O:5][C:6]([N:8]([C:16]1[C:21](Cl)=[N:20][CH:19]=[C:18]([C:23]2[N:24]=[C:25]([N:32]([C:59]([O:61][C:62]([CH3:65])([CH3:64])[CH3:63])=[O:60])[C:33]3[CH:38]=[CH:37][C:36]([N:39]4[CH2:44][CH2:43][N:42]([CH:45]5[CH2:48][O:47][CH2:46]5)[CH2:41][CH2:40]4)=[C:35]([O:49][CH2:50][CH2:51][O:52][CH:53]4[CH2:58][CH2:57][CH2:56][CH2:55][O:54]4)[CH:34]=3)[C:26]3[N:27]([CH:29]=[CH:30][N:31]=3)[CH:28]=2)[N:17]=1)[C:9](=[O:15])[O:10][C:11]([CH3:14])([CH3:13])[CH3:12])=[O:7])([CH3:4])([CH3:3])[CH3:2].[CH3:66]B(O)O>C(=O)([O-])[O-].[Na+].[Na+].COCCOC.C(Cl)Cl.O.C1C=CC([P]([Pd]([P](C2C=CC=CC=2)(C2C=CC=CC=2)C2C=CC=CC=2)([P](C2C=CC=CC=2)(C2C=CC=CC=2)C2C=CC=CC=2)[P](C2C=CC=CC=2)(C2C=CC=CC=2)C2C=CC=CC=2)(C2C=CC=CC=2)C2C=CC=CC=2)=CC=1>[C:1]([O:5][C:6]([N:8]([C:16]1[C:21]([CH3:66])=[N:20][CH:19]=[C:18]([C:23]2[N:24]=[C:25]([N:32]([C:59]([O:61][C:62]([CH3:65])([CH3:64])[CH3:63])=[O:60])[C:33]3[CH:38]=[CH:37][C:36]([N:39]4[CH2:44][CH2:43][N:42]([CH:45]5[CH2:48][O:47][CH2:46]5)[CH2:41][CH2:40]4)=[C:35]([O:49][CH2:50][CH2:51][O:52][CH:53]4[CH2:58][CH2:57][CH2:56][CH2:55][O:54]4)[CH:34]=3)[C:26]3[N:27]([CH:29]=[CH:30][N:31]=3)[CH:28]=2)[N:17]=1)[C:9](=[O:15])[O:10][C:11]([CH3:14])([CH3:13])[CH3:12])=[O:7])([CH3:4])([CH3:3])[CH3:2] |f:2.3.4,^1:89,91,110,129|. Procedure details: A microwave vial was charged with tert-butyl tert-butoxycarbonyl(6-(8-((tert-butoxycarbonyl)(4-(4-(oxetan-3-yl)piperazin-1-yl)-3-(2-((tetrahydro-2H-pyran-2-yl)oxy)ethoxy)phenyl)amino)imidazo[1,2-a]pyrazin-6-yl)-3-chloropyrazin-2-yl)carbamate XXXIV (258 mg, 0.28 mmol), methylboronic acid (503 mg, 8.4 mmol), Pd(PPh3)4 (32 mg, 0.03 mmol) in sodium carbonate (0.8 mL, 1M in H2O) and DME (2.5 mL). The mixture was heated at 150° C. for 20 min. The reaction was cooled to room temperature, diluted with D... Reactants: Co(OAc)2, S1C=NC=C1 (thiazole), C(=O)([O-])[O-].[Cs+].[Cs+] (Cs2CO3), C1=C/C(=C\NCCN/C=C\2/C=CC=CC2=O)/C(=O)C=C1 (SALEN), [N+](=O)([O-])C1=CC=C(C=C1)I (4-nitrophenyl iodide). The reagents and catalysts are [Cu]I (CuI). Solvent: C(Cl)(Cl)Cl (chloroform), O1CCOCC1 (dioxane), O1CCOCC1 (dioxane), O1CCOCC1 (dioxane). Conditions: time 10 minute. Yields the product [N+](=O)([O-])C1=CC=C(C=C1)C=1SC=CN1 (2-[4-nitrophenyl]thiazole). RXN SMILES: C1C=CC(=O)/C(=C/NCCN/C=C2/C=CC=CC/2=O)/C=1.[S:21]1[CH:25]=[CH:24][N:23]=[CH:22]1.C([O-])([O-])=O.[Cs+].[Cs+].[N+:32]([C:35]1[CH:40]=[CH:39][C:38](I)=[CH:37][CH:36]=1)([O-:34])=[O:33]>O1CCOCC1.C(Cl)(Cl)Cl.[Cu]I>[N+:32]([C:35]1[CH:40]=[CH:39][C:38]([C:22]2[S:21][CH:25]=[CH:24][N:23]=2)=[CH:37][CH:36]=1)([O-:34])=[O:33] |f:2.3.4|. Reported procedure: As depicted in Scheme 24 below, anhydrous Co(OAc)2 (0.021 mmol, 5%) and SALEN (2,2′-(1,4-diiminobutane-1,4-diyl)diphenol, 0.041 mmol, 0.1 molequivalent) in 0.5 ml dry dioxane are placed in a flame-dried flask, and the mixture is stirred for 10 minutes at room temperature. A solution of thiazole (0.411 mmol) in 1 ml dry dioxane, anhydrous Cs2CO3 (0.493 mmol, 1.2 molequivalents) and CuI (0.822 mmol, 2 molequivalents) are thereafter added consecutively to the reaction mixture under argon. A solutio... The reactants are COC1=CC=C(C=C1)C(C(=O)O)C1=CC=C(C=C1)OC (bis-(4-methoxyphenyl)-acetic acid), Cl.NC(=O)NCC1=CC=C(C=C1)CNC([C@H](N)CCCNC(=N[N+](=O)[O-])N)=O ((R)-N-[[4-(aminocarbonylaminomethyl)phenyl]methyl]-N5 -[amino(nitroimino)methyl]-ornithinamidehydrochloride), CN(C)C(=[N+](C)C)ON1C2=C(C=CC=C2)N=N1.[B-](F)(F)(F)F (TBTU). Solvent: C(C)#N (Acetonitrile). Yields the product NC(=O)NCC1=CC=C(C=C1)CNC([C@H](NC(C(C1=CC=C(C=C1)OC)C1=CC=C(C=C1)OC)=O)CCCNC(=N[N+](=O)[O-])N)=O ((R)-N-[[4-(Aminocarbonylaminomethyl)phenyl]methyl]-N5 -[amino(nitroimino)methyl]-N2 -[bis-(4-methoxyphenyl)acetyl]-ornithinamide). The yield is 48.0%. RXN SMILES: [CH3:1][O:2][C:3]1[CH:8]=[CH:7][C:6]([CH:9]([C:13]2[CH:18]=[CH:17][C:16]([O:19][CH3:20])=[CH:15][CH:14]=2)[C:10]([OH:12])=O)=[CH:5][CH:4]=1.Cl.[NH2:22][C:23]([NH:25][CH2:26][C:27]1[CH:32]=[CH:31][C:30]([CH2:33][NH:34][C:35](=[O:48])[C@@H:36]([CH2:38][CH2:39][CH2:40][NH:41][C:42]([NH2:47])=[N:43][N+:44]([O-:46])=[O:45])[NH2:37])=[CH:29][CH:28]=1)=[O:24].CN(C(ON1N=NC2C=CC=CC1=2)=[N+](C)C)C.[B-](F)(F)(F)F>C(#N)C>[NH2:22][C:23]([NH:25][CH2:26][C:27]1[CH:28]=[CH:29][C:30]([CH2:33][NH:34][C:35](=[O:48])[C@@H:36]([CH2:38][CH2:39][CH2:40][NH:41][C:42]([NH2:47])=[N:43][N+:44]([O-:46])=[O:45])[NH:37][C:10](=[O:12])[CH:9]([C:6]2[CH:5]=[CH:4][C:3]([O:2][CH3:1])=[CH:8][CH:7]=2)[C:13]2[CH:18]=[CH:17][C:16]([O:19][CH3:20])=[CH:15][CH:14]=2)=[CH:31][CH:32]=1)=[O:24] |f:1.2,3.4|. Reported procedure: Prepared analogously to Example 14c) from bis-(4-methoxyphenyl)-acetic acid, (R)-N-[[4-(aminocarbonylaminomethyl)phenyl]methyl]-N5 -[amino(nitroimino)methyl]-ornithinamidehydrochloride and TBTU in a yield of 48% of theory. Colourless crystals, Mp. 149-151° C. (Acetonitrile).